The task is: describe an organic reaction: reactants, conditions, products, and yield. This data is from the Open Reaction Database (ORD), a public repository of structured organic reaction records. Reactants: COC(C(CC1=CNC2=CC=CC=C12)(C)N)=O (2-amino-3-(1H-indol-3-yl)-2-methyl-propionic acid methyl ester), OC=1C=C(C=O)C=CC1 (3-hydroxy-benzaldehyde), FC(C(=O)O)(F)F (trifluoroacetic acid). Product: COC(=O)C1(NC(C=2NC3=CC=CC=C3C2C1)C1=CC(=CC=C1)O)C ((1SR,3SR)-1-(3-hydroxy-phenyl)-3-methyl-2,3,4,9-tetrahydro-1H-β-carboline-3-carboxylic acid methyl ester). Isolated yield 14.0%. As a reaction SMILES: [CH3:1][O:2][C:3](=[O:17])[C:4]([NH2:16])([CH3:15])[CH2:5][C:6]1[C:14]2[C:9](=[CH:10][CH:11]=[CH:12][CH:13]=2)[NH:8][CH:7]=1.[OH:18][C:19]1[CH:20]=[C:21]([CH:24]=[CH:25][CH:26]=1)[CH:22]=O.FC(F)(F)C(O)=O>>[CH3:1][O:2][C:3]([C:4]1([CH3:15])[CH2:5][C:6]2[C:14]3[C:9](=[CH:10][CH:11]=[CH:12][CH:13]=3)[NH:8][C:7]=2[CH:22]([C:21]2[CH:24]=[CH:25][CH:26]=[C:19]([OH:18])[CH:20]=2)[NH:16]1)=[O:17]. Reported procedure: 1.00 g (4.30 mmol) of the commercially available 2-amino-3-(1H-indol-3-yl)-2-methyl-propionic acid methyl ester are reacted with 600 mg (4.73 mmol) 3-hydroxy-benzaldehyde in the presence of trifluoroacetic acid according to the Pictet-Spengler reaction. The resulting mixture of diastereomers is separated by column chromatography (toluene, ethyl acetate 4:1). 1.17 g (68%) of the title compound and 320 mg (14%) of (1SR,3SR)-1-(3-hydroxy-phenyl)-3-methyl-2,3,4,9-tetrahydro-1H-β-carboline-3-carboxyl... The reactants are ice water, [Cl-].[NH4+] (ammonium chloride), C(C)(C)(C)C1=CC=C(C=C1)S(=O)(=O)NC1=NC=NC(=C1OC1=CC(=CC=C1)OC)OCCO (4-tert-butyl-N-{6-(2-hydroxyethoxy)-5-(3-methoxyphenoxy)pyrimidin-4-yl}benzenesulfonamide), [H-].[Na+] (sodium hydride), BrC=1C=NC(=NC1)Cl (5-bromo-2-chloropyrimidine). The solvent is CC(=O)N(C)C (dimethylacetamide). Reaction conditions: time 20 minute. Yields the product BrC=1C=NC(=NC1)OCCOC1=C(C(=NC=N1)NS(=O)(=O)C1=CC=C(C=C1)C(C)(C)C)OC1=CC(=CC=C1)OC (N-[-6-{2-(5-bromopyrimidin-2-yloxy)ethoxy}-5-(3-methoxyphenoxy)pyrimidin-4-yl]-4-tert-butylbenzenesulfonamide). Isolated yield 84.1%. As a reaction SMILES: [C:1]([C:5]1[CH:10]=[CH:9][C:8]([S:11]([NH:14][C:15]2[C:20]([O:21][C:22]3[CH:27]=[CH:26][CH:25]=[C:24]([O:28][CH3:29])[CH:23]=3)=[C:19]([O:30][CH2:31][CH2:32][OH:33])[N:18]=[CH:17][N:16]=2)(=[O:13])=[O:12])=[CH:7][CH:6]=1)([CH3:4])([CH3:3])[CH3:2].[H-].[Na+].[Br:36][C:37]1[CH:38]=[N:39][C:40](Cl)=[N:41][CH:42]=1.[Cl-].[NH4+]>CC(N(C)C)=O>[Br:36][C:37]1[CH:38]=[N:39][C:40]([O:33][CH2:32][CH2:31][O:30][C:19]2[N:18]=[CH:17][N:16]=[C:15]([NH:14][S:11]([C:8]3[CH:9]=[CH:10][C:5]([C:1]([CH3:4])([CH3:2])[CH3:3])=[CH:6][CH:7]=3)(=[O:12])=[O:13])[C:20]=2[O:21][C:22]2[CH:27]=[CH:26][CH:25]=[C:24]([O:28][CH3:29])[CH:23]=2)=[N:41][CH:42]=1 |f:1.2,4.5|. Procedure details: To a solution of 4-tert-butyl-N-{6-(2-hydroxyethoxy)-5-(3-methoxyphenoxy)pyrimidin-4-yl}benzenesulfonamide (250 mg) in dimethylacetamide (5 ml) is added sodium hydride (60% dispersion-type, 64 mg) at room temperature, and the mixture is stirred for 20 minutes. To the reaction solution is added 5-bromo-2-chloropyrimidine (133 mg), and the mixture is stirred at room temperature for 18 hours. The reaction solution is poured into ice-water, and the mixture is neutralized with saturated aqueous ammon... The reactants are C1CCNCC1, SCc1ccccc1, C[N+](=O)[O-], O=C1CCOCC1, O, c1ccccc1. Product: O=[N+]([O-])CC1(SCc2ccccc2)CCOCC1. As a reaction SMILES: [CH2:20]1[CH2:21][CH2:22][NH:23][CH2:24][CH2:25]1.[CH2:8]([c:9]1[cH:10][cH:11][cH:12][cH:13][cH:14]1)[SH:15].[N+:16](=[O:17])([O-:18])[CH3:19].[O:1]1[CH2:2][CH2:3][C:4](=[O:7])[CH2:5][CH2:6]1.[OH2:32].[cH:26]1[cH:27][cH:28][cH:29][cH:30][cH:31]1>>[O:1]1[CH2:2][CH2:3][C:4]([S:15][CH2:8][c:9]2[cH:10][cH:11][cH:12][cH:13][cH:14]2)([CH2:19][N+:16](=[O:17])[O-:18])[CH2:5][CH2:6]1.